From a dataset of the Open Reaction Database (ORD), a public repository of structured organic reaction records. describe an organic reaction: reactants, conditions, products, and yield Reactants: SCC(C(=O)N1[C@H](C(=O)O)CC(C1)(OC)OC)C ((S)-1-(3-Mercapto-2-methyl-1-oxopropyl)-4,4-dimethoxy-L-proline), II (iodine). Product: C[C@@H](C(=O)N1[C@H](C(=O)O)CC(C1)(OC)OC)CSSC[C@H](C(=O)N1[C@H](C(=O)O)CC(C1)(OC)OC)C ((S,S,S,S)-1,1'-[dithiobis(2-methyl-1-oxo-3,1-propanediyl)]bis[4,4-dimethoxy-L-proline]). Reaction SMILES: [SH:1][CH2:2][CH:3]([CH3:18])[C:4]([N:6]1[CH2:13][C:12]([O:16][CH3:17])([O:14][CH3:15])[CH2:11][C@H:7]1[C:8]([OH:10])=[O:9])=[O:5].II>>[CH3:18][C@H:3]([CH2:2][S:1][S:1][CH2:2][C@@H:3]([CH3:18])[C:4]([N:6]1[CH2:13][C:12]([O:16][CH3:17])([O:14][CH3:15])[CH2:11][C@H:7]1[C:8]([OH:10])=[O:9])=[O:5])[C:4]([N:6]1[CH2:13][C:12]([O:16][CH3:17])([O:14][CH3:15])[CH2:11][C@H:7]1[C:8]([OH:10])=[O:9])=[O:5]. Reported procedure: (S)-1-(3-Mercapto-2-methyl-1-oxopropyl)-4,4-dimethoxy-L-proline from Example 4 is reacted with iodine according to the procedure of Example 125 to yield (S,S,S,S)-1,1'-[dithiobis(2-methyl-1-oxo-3,1-propanediyl)]bis[4,4-dimethoxy-L-proline]. The reactants are Oc1ccc2ncc(Br)cc2c1, O=C([O-])[O-], O=C([O-])O, COC(=O)C(Cl)SC, CCOC(C)=O, [K+], [K+], [Na+], CN(C)C=O. Product: COC(=O)C(Oc1ccc2ncc(Br)cc2c1)SC. Reaction SMILES: [Br:1][c:2]1[cH:3][n:4][c:5]2[cH:6][cH:7][c:8]([OH:12])[cH:9][c:10]2[cH:11]1.[C:21](=[O:22])([O-:23])[O-:24].[C:27](=[O:28])([O-:29])[OH:30].[CH3:13][O:14][C:15]([CH:16]([S:17][CH3:18])[Cl:19])=[O:20].[CH3:37][CH2:38][O:39][C:40](=[O:41])[CH3:42].[K+:25].[K+:26].[Na+:31].[O:32]=[CH:33][N:34]([CH3:35])[CH3:36]>>[Br:1][c:2]1[cH:3][n:4][c:5]2[cH:6][cH:7][c:8]([O:12][CH:16]([C:15]([O:14][CH3:13])=[O:20])[S:17][CH3:18])[cH:9][c:10]2[cH:11]1. Reactants: BrCC(CC)C (1-bromo-2-methylbutane), CC(C=O)=CCC (2-methyl-2-pentenal), [Mg] (magnesium), [Cl-].[NH4+] (ammonium chloride), [Br-] (bromide). Solvent: CCOCC (ether), CCOCC (ether), CCOCC (ether), CCOCC (ether). Conditions: temperature 10 celsius. Yields the product CC(CC)CC(C(=CCC)C)O (3,6-dimethyl-6-nonen-5-ol). The yield is 34.3%. Reaction SMILES: [Mg].Br[CH2:3][CH:4]([CH3:7])[CH2:5][CH3:6].[Br-].[CH3:9][C:10](=[CH:13][CH2:14][CH3:15])[CH:11]=[O:12].[Cl-].[NH4+]>CCOCC>[CH3:7][CH:4]([CH2:3][CH:11]([OH:12])[C:10]([CH3:9])=[CH:13][CH2:14][CH3:15])[CH2:5][CH3:6] |f:4.5|. Reported procedure: 0.72 g (29.8 mg atoms) of magnesium in 3 ml of absolute ether are placed in an apparatus which is customary for Grignard reactions. While stirring there are subsequently added dropwise 5.0 g (33.1 mmol) of 1-bromo-2-methylbutane (90%) in 5 ml of absolute ether so that the ether boils constantly. After completing the addition of the bromide, the mixture is held at reflux temperature for a further 30 minutes, then cooled to 10° C. and a solution of 2.92 g (29.8 mmol) of 2-methyl-2-pentenal in 3 ml... The reactants are CN(CCCN)C (3-(dimethylamino)propylamine), C(C1=CC=CC=C1)(=O)N1N=CC2=C1N=CC=1C(=NC=3N(C12)N=CN3)OC3=CC=CC=C3 (8-Benzoyl-5-phenyloxy-8H-pyrazolo[4',3':5,6]pyrido-[3,4-e][1,2,4]triazolo[1,5-a]pyrimidine), N1(CCCC1)N1CN=C2N1C1=C(C=N2)C=NC2=C1C=NN2 (1-pyrrolidinyl-8H-pyrazolo[4',3':5,6]pyrido[3,4-e][1,2,4]-triazolo[1,5-a]pyrimidine). The product is C(C)N1N=CC2=C1N=CC=1C(=NC=3N(C12)N=CN3)N3CCCC3 (8-Ethyl-5-(1-pyrrolidinyl)-8H-pyrazolo[4',3':5,6]-pyrido-[3,4-e][1,2,4]triazolo[1,5-a]pyrimidine). As a reaction SMILES: C[N:2]([CH3:7])[CH2:3][CH2:4][CH2:5]N.[C:8]([N:16]1[C:20]2[N:21]=[CH:22][C:23]3[C:24](OC4C=CC=CC=4)=[N:25][C:26]4[N:27]([N:29]=[CH:30][N:31]=4)[C:28]=3[C:19]=2[CH:18]=[N:17]1)(=O)[C:9]1C=CC=CC=1.N1(N2N3C4C5C=NNC=5N=CC=4C=NC3=NC2)CCCC1>>[CH2:8]([N:16]1[C:20]2[N:21]=[CH:22][C:23]3[C:24]([N:2]4[CH2:3][CH2:4][CH2:5][CH2:7]4)=[N:25][C:26]4[N:27]([N:29]=[CH:30][N:31]=4)[C:28]=3[C:19]=2[CH:18]=[N:17]1)[CH3:9]. Procedure details: By substituting pyrrolidine for 3-(dimethylamino)propylamine in the procedure of Example 1 (c), 8-ethyl-5-(1-pyrrolidinyl-8H-pyrazolo[4',3':5,6]pyrido[3,4-e][1,2,4]-triazolo[1,5-a]pyrimidine is obtained. Reactants: FC(C(=O)OC(C(F)(F)F)=O)(F)F (trifluoroacetic anhydride), BrC=1C(=CC(=[N+](C1)[O-])C)Cl (5-bromo-4-chloro-2-methylpyridine-1-oxide), CO (MeOH). The solvent is C(Cl)Cl (DCM). Run at time 5 day. Yields the product BrC=1C(=CC(=NC1)CO)Cl ((5-bromo-4-chloro-pyridin-2-yl)-methanol). As a reaction SMILES: FC(F)(F)C(O[C:6](=[O:11])[C:7](F)(F)F)=O.[Br:14][C:15]1[C:16]([Cl:23])=[CH:17]C(C)=[N+:19]([O-])[CH:20]=1.CO>C(Cl)Cl>[Br:14][C:15]1[C:16]([Cl:23])=[CH:17][C:7]([CH2:6][OH:11])=[N:19][CH:20]=1. Reported procedure: 3.0 mL trifluoroacetic anhydride were added dropwise at 10° C. to 2.6 g (12 mmol) 5-bromo-4-chloro-2-methylpyridine-1-oxide in 30 mL DCM. The reaction mixture was stirred for 5 days at RT. After the addition of MeOH the reaction mixture was evaporated down, the residue was combined with 15% potassium carbonate solution and extracted several times with EtOAC. The combined organic phases were dried on sodium sulphate and evaporated down. Starting materials: CC1(C)OCc2cc(C(=O)CBr)ccc2O1, C1CCOC1. Product: CC1(C)OCc2cc(C(O)CBr)ccc2O1. RXN SMILES: [Br:1][CH2:2][C:3](=[O:4])[c:5]1[cH:6][cH:7][c:8]2[c:9]([cH:16]1)[CH2:10][O:11][C:12]([CH3:14])([CH3:15])[O:13]2.[CH2:17]1[O:18][CH2:19][CH2:20][CH2:21]1>>[Br:1][CH2:2][CH:3]([OH:4])[c:5]1[cH:6][cH:7][c:8]2[c:9]([cH:16]1)[CH2:10][O:11][C:12]([CH3:14])([CH3:15])[O:13]2.